This data is from the Open Reaction Database (ORD), a public repository of structured organic reaction records. The task is: describe an organic reaction: reactants, conditions, products, and yield Reactants: COC(C1=CC(=C(C=C1)C#N)OCC(F)(F)F)=O (4-Cyano-3-(2,2,2-trifluoro-ethoxy )-benzoic acid methyl ester), [Li+].[BH4-] (LiBH4). Run in C1CCOC1 (THF), C1CCOC1 (THF). Run at temperature 70 celsius. The product is FC(COC1=C(C#N)C=CC(=C1)CO)(F)F (2-(2,2,2-Trifluoro-ethoxy)-4-hydroxymethyl-benzonitrile). Reaction SMILES: C[O:2][C:3](=O)[C:4]1[CH:9]=[CH:8][C:7]([C:10]#[N:11])=[C:6]([O:12][CH2:13][C:14]([F:17])([F:16])[F:15])[CH:5]=1.[Li+].[BH4-]>C1COCC1>[F:15][C:14]([F:16])([F:17])[CH2:13][O:12][C:6]1[CH:5]=[C:4]([CH2:3][OH:2])[CH:9]=[CH:8][C:7]=1[C:10]#[N:11] |f:1.2|. Procedure: 4-Cyano-3-(2,2,2-trifluoro-ethoxy)-benzoic acid methyl ester from step 1 (1.6 g, 6.2 mmol ) was dissolved in THF (62 ml). LiBH4 in THF (2 M, 6.2 ml, 12.4 mmol) was added. The reaction mixture was heated to 70° C. for 3 hours. The reaction was quenched carefully with 3N HCl and then extracted with EtOAc (3×10 mL). The organic layers were combined, washed with brine, dried (MgSO4) filtered and concentrated to yield the desired product. The reactants are CC[Zn]CC, ClCCl, C=C1CN(C(=O)C(F)(F)F)CCc2cc(OC)ccc21, ICI, O=C(O)C(F)(F)F. Product: COc1ccc2c(c1)CCN(C(=O)C(F)(F)F)CC2C1CC1. RXN SMILES: [CH2:1]([CH3:2])[Zn:3][CH2:4][CH3:5].[Cl:36][CH2:37][Cl:38].[F:16][C:17]([C:18](=[O:19])[N:20]1[CH2:21][CH2:22][c:23]2[c:24]([cH:28][cH:29][c:30]([O:32][CH3:33])[cH:31]2)[C:25](=[CH2:27])[CH2:26]1)([F:34])[F:35].[I:13][CH2:14][I:15].[OH:6][C:7]([C:8]([F:9])([F:10])[F:11])=[O:12]>>[CH2:1]1[CH2:2][CH:27]1[CH:25]1[c:24]2[c:23]([cH:31][c:30]([O:32][CH3:33])[cH:29][cH:28]2)[CH2:22][CH2:21][N:20]([C:18]([C:17]([F:16])([F:34])[F:35])=[O:19])[CH2:26]1. The reactants are CCCCNC (effective_coupling_partner), CC(C)(C)C(=O)Oc1ccccc1 (substrate). Reagents/catalysts: IPr. Conditions: temperature 80 celsius, time 12 hour. Product: CCCCN(C)c1ccccc1. Solvent: O (water). Starting materials: ClCC(=O)[O-].[Na+] (sodium chloroacetate), C=1(C)C(C)=CC(C)=C(C)C1 (durene), [I-].[Na+] (sodium iodide), C(C1=CC=CC=C1)Cl (benzyl chloride). As a reaction SMILES: [Cl:1][CH2:2][C:3]([O-:5])=[O:4].[Na+].[I-].[Na+].[CH2:9](Cl)[C:10]1[CH:15]=[CH:14][CH:13]=[CH:12][CH:11]=1.C1(C(=CC(=C(C=1)C)C)C)C>CCCCCCCC[N+](CCCCCCCC)(CCCCCCCC)C.[Cl-].O>[Cl:1][CH2:2][C:3]([O:5][CH2:9][C:10]1[CH:15]=[CH:14][CH:13]=[CH:12][CH:11]=1)=[O:4] |f:0.1,2.3,6.7|. Reaction conditions: time 7 hour. Product: ClCC(=O)OCC1=CC=CC=C1 (Benzyl Chloroacetate). Reagents/catalysts: CCCCCCCC[N+](C)(CCCCCCCC)CCCCCCCC.[Cl-] (Adogen 464). Isolated yield 10.0%. Reported procedure: A mixture consisting of sodium chloroacetate (2.344 g, 20 millimoles, Aldrich, 98%), sodium iodide (0.152 g, 1 millimole, Aldrich, 98%) and water (249.3 g) was introduced to a three-necked 500 mL flask. The organic phase consisting of benzyl chloride (10.139. g, 80 millimoles, Aldrich, 97%), durene (GC standard, 0.781 g, 6 millimoles, Aldrich, 98%), and Adogen 464 (0.900 g, 2 millimoles, Aldrich) was added to the aqueous phase and the two phase system was stirred mechanically (600 rpm, a calibra... The reactants are Cl (Hydrogen chloride), OCC1=CC(=NC(=N1)C(F)(F)F)NC1CCN(CC1)C(=O)OC(C)(C)C (tert-butyl 4-{[6-(hydroxymethyl)-2-(trifluoromethyl)pyrimidin-4-yl]amino}piperidine-1-carboxylate). The solvent is O1CCOCC1 (1,4-dioxane), O1CCOCC1 (dioxane). The product is N1CCC(CC1)NC1=CC(=NC(=N1)C(F)(F)F)CO ([6-(piperidin-4-ylamino)-2-(trifluoromethyl)pyrimidin-4-yl]methanol). The yield is 103.8%. RXN SMILES: Cl.[OH:2][CH2:3][C:4]1[N:9]=[C:8]([C:10]([F:13])([F:12])[F:11])[N:7]=[C:6]([NH:14][CH:15]2[CH2:20][CH2:19][N:18](C(OC(C)(C)C)=O)[CH2:17][CH2:16]2)[CH:5]=1>O1CCOCC1>[NH:18]1[CH2:19][CH2:20][CH:15]([NH:14][C:6]2[N:7]=[C:8]([C:10]([F:12])([F:11])[F:13])[N:9]=[C:4]([CH2:3][OH:2])[CH:5]=2)[CH2:16][CH2:17]1. Procedure details: 4.0 M Hydrogen chloride in dioxane (8.0 mL, 32 mmol) was added to a solution of tert-butyl 4-{[6-(hydroxymethyl)-2-(trifluoromethyl)pyrimidin-4-yl]amino}piperidine-1-carboxylate (0.58 g, 1.5 mmol, from Step 4) in 1,4-dioxane (3.9 mL) and the mixture was stirred until deprotection was complete as determined by LCMS. The mixture was then quenched by the addition of 1N NaOH to pH 12-13 (pH needs to be high enough for better extraction), and was saturated with solid NaCl. The product was extracted w... Starting materials: C(C1=CC=CC=C1)OC=1C=C2C(CC(OC2=CC1)(C)C)N(CCCC(=O)OCC)S(=O)(=O)C (ethyl 4-[(6-benzyloxy-2,2-dimethylchroman-4-yl)-methanesulfonylamino]-N-butyrate), [H-].[Al+3].[Li+].[H-].[H-].[H-] (lithium aluminum hydride), O (water). Solvent: C1CCOC1 (THF), C1CCOC1 (THF). The product is C(C1=CC=CC=C1)OC=1C=C2C(CC(OC2=CC1)(C)C)N(S(=O)(=O)C)CCCCO (N-(6-Benzyloxy-2,2-dimethylchroman-4-yl)-N-[4-hydroxybutyl]methanesulfonamide). Reaction SMILES: [CH2:1]([O:8][C:9]1[CH:10]=[C:11]2[C:16](=[CH:17][CH:18]=1)[O:15][C:14]([CH3:20])([CH3:19])[CH2:13][CH:12]2[N:21]([S:30]([CH3:33])(=[O:32])=[O:31])[CH2:22][CH2:23][CH2:24][C:25](OCC)=[O:26])[C:2]1[CH:7]=[CH:6][CH:5]=[CH:4][CH:3]=1.[H-].[Al+3].[Li+].[H-].[H-].[H-].O>C1COCC1>[CH2:1]([O:8][C:9]1[CH:10]=[C:11]2[C:16](=[CH:17][CH:18]=1)[O:15][C:14]([CH3:20])([CH3:19])[CH2:13][CH:12]2[N:21]([CH2:22][CH2:23][CH2:24][CH2:25][OH:26])[S:30]([CH3:33])(=[O:31])=[O:32])[C:2]1[CH:3]=[CH:4][CH:5]=[CH:6][CH:7]=1 |f:1.2.3.4.5.6|. Procedure: 5.7 g (12 mmol) of ethyl 4-[(6-benzyloxy-2,2-dimethylchroman-4-yl)-methanesulfonylamino]-N-butyrate (Ex. 28f) were treated with 10 ml of 1 M lithium aluminum hydride solution in THF in 100 ml of THF at 0° C. The mixture was treated at RT with a little water, then with 1N hydrochloric acid, and concentrated, and the residue was extracted three times using EA. After drying and concentrating, the product crystallized overnight. 4.9 g were obtained, m.p. 113-115° C. (from PE/DIPE) Reactants: CNCC(C)(C)c1cc(NC(=O)OC(C)(C)C)on1, C1CCOC1, CC(=O)Cl, c1ccncc1. The product is CC(=O)N(C)CC(C)(C)c1cc(NC(=O)OC(C)(C)C)on1. RXN SMILES: [C:7]([CH3:8])([CH3:9])([CH3:10])[O:11][C:12]([NH:13][c:14]1[cH:15][c:16]([C:19]([CH2:20][NH:21][CH3:22])([CH3:23])[CH3:24])[n:17][o:18]1)=[O:25].[CH2:30]1[O:31][CH2:32][CH2:33][CH2:34]1.[CH3:26][C:27]([Cl:28])=[O:29].[cH:1]1[cH:2][cH:3][n:4][cH:5][cH:6]1>>[C:7]([CH3:8])([CH3:9])([CH3:10])[O:11][C:12]([NH:13][c:14]1[cH:15][c:16]([C:19]([CH2:20][N:21]([CH3:22])[C:27]([CH3:26])=[O:29])([CH3:23])[CH3:24])[n:17][o:18]1)=[O:25]. Starting materials: COCCOC, Cc1ccc(S(=O)(=O)C(NC=O)c2cc(F)ccc2F)cc1, O, O=P(Cl)(Cl)Cl. Product: [C-]#[N+]C(c1cc(F)ccc1F)S(=O)(=O)c1ccc(C)cc1. Reaction SMILES: [CH3:29][O:30][CH2:31][CH2:32][O:33][CH3:34].[F:1][c:2]1[c:3]([CH:9]([NH:10][CH:11]=[O:12])[S:13](=[O:14])(=[O:15])[c:16]2[cH:17][cH:18][c:19]([CH3:20])[cH:21][cH:22]2)[cH:4][c:5]([F:8])[cH:6][cH:7]1.[OH2:28].[P:23]([Cl:24])([Cl:25])([Cl:26])=[O:27]>>[F:1][c:2]1[c:3]([CH:9]([N+:10]#[C-:11])[S:13](=[O:14])(=[O:15])[c:16]2[cH:17][cH:18][c:19]([CH3:20])[cH:21][cH:22]2)[cH:4][c:5]([F:8])[cH:6][cH:7]1. Reactants: C(C)(C)(C)OC(=O)N1CCC(CC1)COC[C@@H](C1=CC=CC=C1)N (4-[(R)-2-amino-2-phenylethoxy-methyl)piperidine-1-carboxylic acid tert-butyl ester), CC1=CNC2=CC(=CC=C12)C(=O)O (3-methylindole-6-carboxylic acid). Yields the product C(C)(C)(C)OC(=O)N1CCC(CC1)COC[C@@H](C1=CC=CC=C1)NC(=O)C1=CC=C2C(=CNC2=C1)C (4-{(R)-2-[(3-Methyl-1H-indole-6-carbonyl)amino]-2-phenyl-ethoxymethyl}piperidine-1-carboxylic acid tert-butyl ester), crude residue. Reaction SMILES: [C:1]([O:5][C:6]([N:8]1[CH2:13][CH2:12][CH:11]([CH2:14][O:15][CH2:16][C@H:17]([NH2:24])[C:18]2[CH:23]=[CH:22][CH:21]=[CH:20][CH:19]=2)[CH2:10][CH2:9]1)=[O:7])([CH3:4])([CH3:3])[CH3:2].[CH3:25][C:26]1[C:34]2[C:29](=[CH:30][C:31]([C:35](O)=[O:36])=[CH:32][CH:33]=2)[NH:28][CH:27]=1>>[C:1]([O:5][C:6]([N:8]1[CH2:13][CH2:12][CH:11]([CH2:14][O:15][CH2:16][C@H:17]([NH:24][C:35]([C:31]2[CH:30]=[C:29]3[C:34]([C:26]([CH3:25])=[CH:27][NH:28]3)=[CH:33][CH:32]=2)=[O:36])[C:18]2[CH:23]=[CH:22][CH:21]=[CH:20][CH:19]=2)[CH2:10][CH2:9]1)=[O:7])([CH3:4])([CH3:2])[CH3:3]. Procedure: Using coupling method A, 4-[(R)-2-amino-2-phenylethoxy-methyl)piperidine-1-carboxylic acid tert-butyl ester (1 g, 3.0 mmol) and 3-methylindole-6-carboxylic acid (0.54 g, 3.0 mmol) afforded the title compound as a crude residue, which was used without further purification. Starting materials: BrC=1C2=C3N(N=C2C=CC1)C=C(C(=N3)Cl)C3=CC=CC=C3 (10-Bromo-2-chloro-3-phenylpyrimido[1,2-b]indazole), O1CCOCC1 (dioxane), C(#N)C1=CC=C(C=C1)B(O)O (4-cyanophenylboronic acid), C([O-])([O-])=O.[Na+].[Na+] (sodium carbonate). The solvent is O (water), O (water). Conditions: temperature 105 celsius. Product: ClC1=NC=2N(N=C3C=CC=C(C23)C2=CC=C(C#N)C=C2)C=C1C1=CC=CC=C1 (4-(2-Chloro-3-phenylpyrimido[1,2-b]indazol-10-yl)benzonitrile). The yield is 26.7%. As a reaction SMILES: Br[C:2]1[C:3]2[C:7]([CH:8]=[CH:9][CH:10]=1)=[N:6][N:5]1[CH:11]=[C:12]([C:16]3[CH:21]=[CH:20][CH:19]=[CH:18][CH:17]=3)[C:13]([Cl:15])=[N:14][C:4]=21.[C:22]([C:24]1[CH:29]=[CH:28][C:27](B(O)O)=[CH:26][CH:25]=1)#[N:23].C(=O)([O-])[O-].[Na+].[Na+].O1CCOCC1>O>[Cl:15][C:13]1[C:12]([C:16]2[CH:21]=[CH:20][CH:19]=[CH:18][CH:17]=2)=[CH:11][N:5]2[N:6]=[C:7]3[C:3]([C:2]([C:27]4[CH:28]=[CH:29][C:24]([C:22]#[N:23])=[CH:25][CH:26]=4)=[CH:10][CH:9]=[CH:8]3)=[C:4]2[N:14]=1 |f:2.3.4|. Procedure details: 400 mg (1.12 mmol) 10-Bromo-2-chloro-3-phenylpyrimido[1,2-b]indazole, intermediate example Int-1-3, 172.1 mg (1.17 mmol) 4-cyanophenylboronic acid, 91 mg (0.112 mmol) bis(diphenylphosphino)ferrocenedichloropalladium(II) and 354.6 mg (3.35 mmol) sodium carbonate in 12 mL degassed dioxane and 1.68 mL water were heated in the microwave for 45 min. at 105° C. The reaction mixture was poured on a mixture of water/saturated ammonium chloride/dichloromethane and stirred vigorously for 30′. The organic ...